From a dataset of the Open Reaction Database (ORD), a public repository of structured organic reaction records. describe an organic reaction: reactants, conditions, products, and yield Reactants: O (water), Cl.NO (hydroxylamine hydrochloride), C(C)(=O)[O-].[Na+] (sodium acetate), COC=1C=CC(=C2CCC(C12)=O)C (7-Methoxy-4-Methyl-1-indanon). Run in C(C)O (ethanol). Product: COC=1C=CC(=C2CCC(C12)=NO)C (7-methoxy-4-methyl-indan-1-one oxime). Yield: 87.2%. RXN SMILES: [CH3:1][O:2][C:3]1[CH:4]=[CH:5][C:6]([CH3:13])=[C:7]2[C:11]=1[C:10](=O)[CH2:9][CH2:8]2.Cl.[NH2:15][OH:16].C([O-])(=O)C.[Na+].O>C(O)C>[CH3:1][O:2][C:3]1[CH:4]=[CH:5][C:6]([CH3:13])=[C:7]2[C:11]=1[C:10](=[N:15][OH:16])[CH2:9][CH2:8]2 |f:1.2,3.4|. Procedure: 7-Methoxy-4-Methyl-1-indanon (1.0 g, 0.006 mol) was dissolved in ethanol (10 mL) and hydroxylamine hydrochloride (0.8 g, 0.012 mol) and sodium acetate (0.96 g, 0.012 mmol) were added. The reaction mixture was heated to reflux for 3 h. Then water (10 mL) was added and a precipitation formed which was filtered. The precipitate was washed with water, isolated and dried under high vacuum to yield 7-methoxy-4-methyl-indan-1-one oxime (1.0 g, 92%) as a white solid; MS: m/e=192.4 (M+H+). The reactants are C(CCC)[Li] (butyllithium), C(C=C)(=O)OCC (ethyl acrylate), C1(=CC=CC=C1)P(C1=CC=CC=C1)C1=CC=CC=C1 (triphenylphosphine), BrC1=NC(=CC=C1)C(C1=CC=C(C=C1)C(F)(F)F)=O (2-Bromo-6-(4-trifluoromethylbenzoyl)pyridine), BrC1=NC(=CC=C1)Br (2,6-dibromopyridine). Reagents/catalysts: C(C)(=O)[O-].[Pd+2].C(C)(=O)[O-] (palladium(II) acetate). Run in C(C)#N (acetonitrile), C(C)N(CC)CC (triethylamine), CCOCC (ether). Reaction conditions: time 6 hour. Product: C(C)OC(\C=C\C1=NC(=CC=C1)C(C1=CC=C(C=C1)C(F)(F)F)=O)=O ((E)-ethyl-3-[6-(4-trifluoromethylbenzoyl)-2-pyridyl]acrylate). RXN SMILES: Br[C:2]1[CH:7]=[CH:6][CH:5]=[C:4]([C:8](=[O:19])[C:9]2[CH:14]=[CH:13][C:12]([C:15]([F:18])([F:17])[F:16])=[CH:11][CH:10]=2)[N:3]=1.BrC1C=CC=C(Br)N=1.C([Li])CCC.[C:33]([O:37][CH2:38][CH3:39])(=[O:36])[CH:34]=[CH2:35].C1(P(C2C=CC=CC=2)C2C=CC=CC=2)C=CC=CC=1>C([O-])(=O)C.[Pd+2].C([O-])(=O)C.C(#N)C.C(N(CC)CC)C.CCOCC>[CH2:38]([O:37][C:33](=[O:36])/[CH:34]=[CH:35]/[C:2]1[CH:7]=[CH:6][CH:5]=[C:4]([C:8](=[O:19])[C:9]2[CH:14]=[CH:13][C:12]([C:15]([F:18])([F:17])[F:16])=[CH:11][CH:10]=2)[N:3]=1)[CH3:39] |f:5.6.7|. Reported procedure: 2-Bromo-6-(4-trifluoromethylbenzoyl)pyridine, m.p. 66°-68° C. (prepared by reacting 2,6-dibromopyridine and 4-trifluoromethylenzonitrile in dry ether in the presence of butyllithium) ethyl acrylate, triethylamine, palladium(II) acetate, triphenylphosphine and acetonitrile were heated at 150° C. in an autoclave with stirring for six hours to yield (E)-ethyl-3-[6-(4-trifluoromethylbenzoyl)-2-pyridyl]acrylate, m.p. 129°-132° C. Butyllithium was added under nitrogen to a stirred suspension of triphe... The reactants are CC1(OC2=C(C1)C(=C(C(=C2C)C)N)C)CN2CCNCC2 (2,3-dihydro-2,4,6,7-tetramethyl-2-[(1-piperazinyl)methyl]-5-benzofuranamine), COC=1C=C(C(=O)O)C=CC1OC (3,4-dimethoxybenzoic acid). Product: COC=1C=C(C(=O)N2CCN(CC2)CC2(OC3=C(C2)C(=C(C(=C3C)C)N)C)C)C=CC1OC (2-[[4-(3,4-Dimethyoxybenzoyl)-1-piperazinyl]methyl]-2,3-dihydro-2,4,6,7-tetramethyl-5-benzofuranamine). The yield is 74.0%. As a reaction SMILES: [CH3:1][C:2]1([CH2:15][N:16]2[CH2:21][CH2:20][NH:19][CH2:18][CH2:17]2)[CH2:6][C:5]2[C:7]([CH3:14])=[C:8]([NH2:13])[C:9]([CH3:12])=[C:10]([CH3:11])[C:4]=2[O:3]1.[CH3:22][O:23][C:24]1[CH:25]=[C:26]([CH:30]=[CH:31][C:32]=1[O:33][CH3:34])[C:27](O)=[O:28]>>[CH3:22][O:23][C:24]1[CH:25]=[C:26]([CH:30]=[CH:31][C:32]=1[O:33][CH3:34])[C:27]([N:19]1[CH2:20][CH2:21][N:16]([CH2:15][C:2]2([CH3:1])[CH2:6][C:5]3[C:7]([CH3:14])=[C:8]([NH2:13])[C:9]([CH3:12])=[C:10]([CH3:11])[C:4]=3[O:3]2)[CH2:17][CH2:18]1)=[O:28]. Reported procedure: Using 2,3-dihydro-2,4,6,7-tetramethyl-2-[(1-piperazinyl)methyl]-5-benzofuranamine and 3,4-dimethoxybenzoic acid, the procedure of Example 10, presented hereinafter, was otherwise followed to provide the title compound. Yield 74%. The reactants are CNC(C)C (N-methylisopropylamine), C(=O)(N1C=NC=C1)N1C=NC=C1 (Carbonyldiimidazole), CC(C(=O)O)CC1=NC(=NC2=CC=CC=C12)C1=CC=CC=C1 (α-methyl-2-phenyl-4-quinazolinepropanoic acid), CNC(C)C (N-methylisopropylamine). Run in O1CCCC1 (tetrahydrofuran). Run at time 1 hour. Product: C(C)(C)N(C(C(CC1=NC(=NC2=CC=CC=C12)C1=CC=CC=C1)C)=O)C (N-isopropyl-N-methyl-α-methyl-2-phenyl-4-quinazolinepropanamide). Reaction SMILES: C(N1C=CN=C1)(N1C=CN=C1)=O.[CH3:13][CH:14]([CH2:18][C:19]1[C:28]2[C:23](=[CH:24][CH:25]=[CH:26][CH:27]=2)[N:22]=[C:21]([C:29]2[CH:34]=[CH:33][CH:32]=[CH:31][CH:30]=2)[N:20]=1)[C:15]([OH:17])=O.[CH3:35][NH:36][CH:37]([CH3:39])[CH3:38]>O1CCCC1>[CH:37]([N:36]([CH3:35])[C:15](=[O:17])[CH:14]([CH3:13])[CH2:18][C:19]1[C:28]2[C:23](=[CH:24][CH:25]=[CH:26][CH:27]=2)[N:22]=[C:21]([C:29]2[CH:30]=[CH:31][CH:32]=[CH:33][CH:34]=2)[N:20]=1)([CH3:39])[CH3:38]. Procedure: Carbonyldiimidazole (1.65 g) is added to a stirred solution of dextrorotatory α-methyl-2-phenyl-4-quinazolinepropanoic acid (2 g) in tetrahydrofuran (20 cc). The mixture is stirred for one hour at room temperature (until the evolution of gas has ceased) and N-methylisopropylamine (1.03 cc) is then added. The mixture is stirred for three days at room temperature (approximately 20° C.), then heated under reflux for 6 hours, N-methylisopropylamine (1.03 cc) is added and the mixture is heated under ... Reactants: C1(CCCCC1)C(C1=C(C=2C=NC=CC2S1)C)NC1=CC=C(C=C1)C(=O)NCCC(=O)OCC (ethyl 3-{[(4-{[cyclohexyl(3-methylthieno[3,2-c]pyridin-2-yl)methyl]amino}phenyl)carbonyl]amino}propanoate), O1CCCC1 (tetrahydrofuran), [OH-].[Na+] (sodium hydroxide). Run in C(C)O (ethanol). Conditions: time 1 hour. Yields the product C1(CCCCC1)C(C1=C(C=2C=NC=CC2S1)C)NC1=CC=C(C=C1)C(=O)NCCC(=O)O (3-{[(4-{[cyclohexyl(3-methylthieno[3,2-c]pyridin-2-yl)methyl]amino}phenyl)carbonyl]amino}propanoic acid). Yield: 106.2%. RXN SMILES: [CH:1]1([CH:7]([NH:18][C:19]2[CH:24]=[CH:23][C:22]([C:25]([NH:27][CH2:28][CH2:29][C:30]([O:32]CC)=[O:31])=[O:26])=[CH:21][CH:20]=2)[C:8]2[S:16][C:15]3[CH:14]=[CH:13][N:12]=[CH:11][C:10]=3[C:9]=2[CH3:17])[CH2:6][CH2:5][CH2:4][CH2:3][CH2:2]1.O1CCCC1.[OH-].[Na+]>C(O)C>[CH:1]1([CH:7]([NH:18][C:19]2[CH:20]=[CH:21][C:22]([C:25]([NH:27][CH2:28][CH2:29][C:30]([OH:32])=[O:31])=[O:26])=[CH:23][CH:24]=2)[C:8]2[S:16][C:15]3[CH:14]=[CH:13][N:12]=[CH:11][C:10]=3[C:9]=2[CH3:17])[CH2:6][CH2:5][CH2:4][CH2:3][CH2:2]1 |f:2.3|. Procedure: To a mixture of ethyl 3-{[(4-{[cyclohexyl(3-methylthieno[3,2-c]pyridin-2-yl)methyl]amino}phenyl)carbonyl]amino}propanoate (186 mg) synthesized above, tetrahydrofuran (5 mL) and ethanol (5 mL) was added 1N aqueous sodium hydroxide solution (1.00 mL), and the mixture was stirred at room temperature for 1 hr, and concentrated under reduced pressure. The residue was dissolved in water (10 mL), and 1N hydrochloric acid (1.00 mL) was added at 0° C. The resulting precipitate was collected by filtration... Starting materials: CC(=O)N1CCc2cc(CC(C)Br)ccc21, CC(=O)O, O, O=[N+]([O-])O. The product is CC(=O)N1CCc2cc(CC(C)Br)cc([N+](=O)[O-])c21. RXN SMILES: [C:1]([CH3:2])(=[O:3])[N:4]1[CH2:5][CH2:6][c:7]2[cH:8][c:9]([CH2:13][CH:14]([CH3:15])[Br:16])[cH:10][cH:11][c:12]21.[CH3:22][C:23](=[O:24])[OH:25].[OH2:21].[OH:17][N+:18]([O-:19])=[O:20]>>[C:1]([CH3:2])(=[O:3])[N:4]1[CH2:5][CH2:6][c:7]2[cH:8][c:9]([CH2:13][CH:14]([CH3:15])[Br:16])[cH:10][c:11]([N+:18](=[O:17])[O-:19])[c:12]21. The reactants are C1(=CC=CC=C1)C1C2=CC=CC=C2C=2C=CC=C(C12)N1[C@H]([C@H](CCC1)C(CP(=O)(OCC)OCC)=O)C(=O)OCC (N-(9-phenylfluorenyl)-3(S)-[(diethoxyphosphinyl)acetyl]piperidine-2(R)-carboxylic acid, ethyl ester), FC(C(=O)O)(F)F (trifluoroacetic acid). The solvent is C(C)#N (acetonitrile), O (water). Run at temperature 0 celsius, time 1 hour. The product is C(C)OP(=O)(OCC)CC(=O)[C@@H]1[C@@H](NCCC1)C(=O)OC (3(S)-[(Diethoxyphosphinyl)acetyl]piperidine-2(R)-carboxylic acid, methyl ester). As a reaction SMILES: C1(C2C3C([N:20]4[CH2:25][CH2:24][CH2:23][C@H:22]([C:26](=[O:36])[CH2:27][P:28]([O:33][CH2:34][CH3:35])([O:30][CH2:31][CH3:32])=[O:29])[C@@H:21]4[C:37]([O:39][CH2:40]C)=[O:38])=CC=CC=3C3C2=CC=CC=3)C=CC=CC=1.FC(F)(F)C(O)=O>C(#N)C.O>[CH2:31]([O:30][P:28]([CH2:27][C:26]([C@H:22]1[CH2:23][CH2:24][CH2:25][NH:20][C@H:21]1[C:37]([O:39][CH3:40])=[O:38])=[O:36])([O:33][CH2:34][CH3:35])=[O:29])[CH3:32]. Procedure details: Dissolve N-(9-phenylfluorenyl)-3(S)-[(diethoxyphosphinyl)acetyl]piperidine-2(R)-carboxylic acid, ethyl ester (1 g) in acetonitrile (7 mL) and water (1 mL). Cool to 0° C. and add, by dropwise addition, trifluoroacetic acid (7 mL). Stir at 0° C. for 1 hour then warm to room temperature over 1 hour. Extract into ethyl acetate (10×100 mL) and evaporate the solvent in vacuo to give the title compound.